This data is from the Open Reaction Database (ORD), a public repository of structured organic reaction records. The task is: describe an organic reaction: reactants, conditions, products, and yield Starting materials: CC1=NOC(=C1)CCCCCCCO (7-(3-methylisoxazol-5-yl)heptan-1-ol), C(C)(=O)[O-].[Na+] (sodium acetate), C=C1CC(=O)O1 (diketene). Run in C1=CC=CC=C1 (benzene), C1=CC=CC=C1 (benzene). Product: C(CC(=O)C)(=O)OCCCCCCCC1=CC(=NO1)C (5-(7-acetoacetoxyhept-1-yl)-3-methylisoxazole). The yield is 70.0%. Reaction SMILES: [CH3:1][C:2]1[CH:6]=[C:5]([CH2:7][CH2:8][CH2:9][CH2:10][CH2:11][CH2:12][CH2:13][OH:14])[O:4][N:3]=1.C([O-])(=O)C.[Na+].[CH2:20]=[C:21]1[O:25][C:23](=[O:24])[CH2:22]1>C1C=CC=CC=1>[C:23]([O:14][CH2:13][CH2:12][CH2:11][CH2:10][CH2:9][CH2:8][CH2:7][C:5]1[O:4][N:3]=[C:2]([CH3:1])[CH:6]=1)(=[O:24])[CH2:22][C:21]([CH3:20])=[O:25] |f:1.2|. Reported procedure: To a mixture of 7-(3-methylisoxazol-5-yl)heptan-1-ol (1.97 g, 0.01 mol) and anhydrous sodium acetate (0.080 g) in benzene (20mL) was added a solution of diketene (1.84 g, 0.022 mol) in benzene (6 mL) dropwise. The mixture was refluxed for 12 h. After the removal of benzene under reduced pressure, the crude product was purified by elution from a silica gel column using dichloromethane-hexane (9:1 v/v) as eluant to give 5-(7-acetoacetoxyhept-1-yl)-3-methylisoxazole (21) (70%) as a yellow oil. IR (... Reactants: C1(=CC=CC=C1O)C (o-Cresol), BrC1=CC=C(C=C1)C(CC)(CC)O (3-(4-bromo-phenyl)-pentan-3-ol). Solvent: FC(C(=O)O)(F)F (trifluoroacetic acid). Conditions: time 5 hour. The product is BrC1=CC=C(C=C1)C(CC)(CC)C1=CC(=C(C=C1)O)C (4-[1-(4-bromo-phenyl)-1-ethyl-propyl]-2-methyl-phenol). Yield: 94.4%. As a reaction SMILES: [C:1]1([CH3:8])[C:6]([OH:7])=[CH:5][CH:4]=[CH:3][CH:2]=1.[Br:9][C:10]1[CH:15]=[CH:14][C:13]([C:16](O)([CH2:19][CH3:20])[CH2:17][CH3:18])=[CH:12][CH:11]=1>FC(F)(F)C(O)=O>[Br:9][C:10]1[CH:15]=[CH:14][C:13]([C:16]([C:3]2[CH:4]=[CH:5][C:6]([OH:7])=[C:1]([CH3:8])[CH:2]=2)([CH2:19][CH3:20])[CH2:17][CH3:18])=[CH:12][CH:11]=1. Reported procedure: o-Cresol (890 mg, 8.23 mmol) was added to a solution of 3-(4-bromo-phenyl)-pentan-3-ol (Example 143-(1); 2.0 g, 8.23 mmol) in trifluoroacetic acid (20 mL), and the mixture was stirred at room temperature for five hours. Then, the reaction mixture was concentrated under reduced pressure. The resulting residue was purified by silica gel chromatography (hexane:ethyl acetate=100:0 to 30:70) to give the target compound as a colorless oil (2.59 g, 94%). The reactants are FC1=CC=C(C=C1)C1CCN(CC1)C1=NC(=NC(=C1C#N)OCC(F)(F)F)SC (4-[4-(4-fluoro-phenyl)-piperidin-1-yl]-2-methylsulfanyl-6-(2,2,2-trifluoro-ethoxy)-pyrimidine-5-carbonitrile), ClC1=CC(=CC=C1)C(=O)OO (3-chloro-perbenzoic acid), FC1=CC=C(C=C1)C1CCN(CC1)C1=NC(=NC(=C1C#N)OCC(F)(F)F)S(=O)(=O)C (4-[4-(4-fluoro-phenyl)-piperidin-1-yl]-2-methanesulfonyl-6-(2,2,2-trifluoro-ethoxy)-pyrimidine-5-carbonitrile), C(O)CN (ethanolamine). Run in O1CCOCC1 (dioxane). Product: FC1=CC=C(C=C1)C1CCN(CC1)C1=NC(=NC(=C1C#N)OCC(F)(F)F)NCCO (4-[4-(4-fluoro-phenyl)-piperidin-1-yl]-2-(2-hydroxy-ethylamino)-6-(2,2,2-trifluoro-ethoxy)-pyrimidine-5-carbonitrile). Reaction SMILES: [F:1][C:2]1[CH:7]=[CH:6][C:5]([CH:8]2[CH2:13][CH2:12][N:11]([C:14]3[C:19]([C:20]#[N:21])=[C:18]([O:22][CH2:23][C:24]([F:27])([F:26])[F:25])[N:17]=[C:16](SC)[N:15]=3)[CH2:10][CH2:9]2)=[CH:4][CH:3]=1.ClC1C=CC=C(C(OO)=O)C=1.FC1C=CC(C2CCN(C3C(C#N)=C(OCC(F)(F)F)N=C(S(C)(=O)=O)N=3)CC2)=CC=1.[CH2:72]([CH2:74][NH2:75])[OH:73]>O1CCOCC1>[F:1][C:2]1[CH:7]=[CH:6][C:5]([CH:8]2[CH2:13][CH2:12][N:11]([C:14]3[C:19]([C:20]#[N:21])=[C:18]([O:22][CH2:23][C:24]([F:27])([F:26])[F:25])[N:17]=[C:16]([NH:75][CH2:74][CH2:72][OH:73])[N:15]=3)[CH2:10][CH2:9]2)=[CH:4][CH:3]=1. Procedure details: In analogy to the procedure described in example 57c, 4-[4-(4-fluoro-phenyl)-piperidin-1-yl]-2-methylsulfanyl-6-(2,2,2-trifluoro-ethoxy)-pyrimidine-5-carbonitrile (example 61a) was oxidized by 3-chloro-perbenzoic acid to the 4-[4-(4-fluoro-phenyl)-piperidin-1-yl]-2-methanesulfonyl-6-(2,2,2-trifluoro-ethoxy)-pyrimidine-5-carbonitrile which was then treated with ethanolamine in dioxane at 40° C. during 4 hours to yield 4-[4-(4-fluoro-phenyl)-piperidin-1-yl]-2-(2-hydroxy-ethylamino)-6-(2,2,2-triflu... Starting materials: C1(CC1)C1=C(COC2=C(C=C(C=C2)N2N=C(C(=C2C)C=NO)C)C)C(=CC=C1)N1N=NN(C1=O)C (1-{4-[2-Cyclopropyl-6-(4-methyl-5-oxo-4,5-dihydro-tetrazol-1-yl)-benzyloxy]-3-methyl-phenyl}-3,5-dimethyl-1H-pyrazole-4-carbaldehyde oxime), CN(C=O)C (N,N-dimethylformamide), ClC1=NC(=NC(=N1)Cl)Cl (2,4,6-trichloro-[1,3,5]triazine). Solvent: O (water). Reaction conditions: time 3 hour. Yields the product C1(CC1)C=1C(=C(C=CC1)N1N=NN(C1=O)C)COC1=C(C=C(C=C1)N1N=C(C(=C1C)C#N)C)C (1-{3-cyclopropyl-2-[2-methyl-4-(4-cyano-3,5-dimethyl-pyrazol-1-yl)-phenoxymethyl]-phenyl}-4-methyl-1,4-dihydrotetrazole-5-one). Reaction SMILES: [CH:1]1([C:4]2[CH:28]=[CH:27][CH:26]=[C:25]([N:29]3[C:33](=[O:34])[N:32]([CH3:35])[N:31]=[N:30]3)[C:5]=2[CH2:6][O:7][C:8]2[CH:13]=[CH:12][C:11]([N:14]3[C:18]([CH3:19])=[C:17]([CH:20]=[N:21]O)[C:16]([CH3:23])=[N:15]3)=[CH:10][C:9]=2[CH3:24])[CH2:3][CH2:2]1.CN(C)C=O.ClC1N=C(Cl)N=C(Cl)N=1>O>[CH:1]1([C:4]2[C:5]([CH2:6][O:7][C:8]3[CH:13]=[CH:12][C:11]([N:14]4[C:18]([CH3:19])=[C:17]([C:20]#[N:21])[C:16]([CH3:23])=[N:15]4)=[CH:10][C:9]=3[CH3:24])=[C:25]([N:29]3[C:33](=[O:34])[N:32]([CH3:35])[N:31]=[N:30]3)[CH:26]=[CH:27][CH:28]=2)[CH2:3][CH2:2]1. Procedure details: At room temperature, to the mixture of 1-{4-[2-Cyclopropyl-6-(4-methyl-5-oxo-4,5-dihydro-tetrazol-1-yl)-benzyloxy]-3-methyl-phenyl}-3,5-dimethyl-1H-pyrazole-4-carbaldehyde oxime (described in Reference Preparation example 118) 1.5 g and N,N-dimethylformamide was added 2,4,6-trichloro-[1,3,5]triazine 0.6 g and the resulting mixture was stirred at room temperature for three hours. To the resulting mixture was added water 100 ml and the precipitates were filtrated. The precipitates were washed with... The reactants are CCCCCC=CCC(=O)O, O=S(Cl)Cl. The product is CCCCCC=CCC(=O)Cl. As a reaction SMILES: [C:1]([CH2:2][CH:3]=[CH:4][CH2:5][CH2:6][CH2:7][CH2:8][CH3:9])(=[O:10])[OH:11].[S:12]([Cl:13])([Cl:14])=[O:15]>>[C:1]([CH2:2][CH:3]=[CH:4][CH2:5][CH2:6][CH2:7][CH2:8][CH3:9])(=[O:11])[Cl:14]. Reactants: ClC1=CC=NC(=C1C=O)N1C(C=2N(C=3CCCCC3C2)CC1)=O (4-Chloro-2-(1-oxo-3,4,6,7,8,9-hexahydropyrazino[1,2-a]indol-2(1H)-yl)nicotinaldehyde), CN1C(C(=CC(=C1)B1OC(C(O1)(C)C)(C)C)NC1=NC=C(C=C1)N1CCN(CC1)C1COC1)=O (1-Methyl-3-(5-(4-(oxetan-3-yl)piperazin-1-yl)pyridin-2-ylamino)-5-(4,4,5,5-tetramethyl-1,3,2-dioxaborolan-2-yl)pyridin-2(1H)-one), K3PO4.3H2O. The reagents and catalysts are C1=CC=C(C=C1)P([C-]2C=CC=C2)C3=CC=CC=C3.C1=CC=C(C=C1)P([C-]2C=CC=C2)C3=CC=CC=C3.Cl[Pd]Cl.[Fe+2] (Pd(dppf)Cl2). The solvent is O1CCCC1 (tetrahydrofuran). The product is CN1C=C(C=C(C1=O)NC1=NC=C(C=C1)N1CCN(CC1)C1COC1)C1=CC=NC(=C1C=O)N1C(C=2N(C=3CCCCC3C2)CC1)=O (4-(1-Methyl-5-(5-(4-(oxetan-3-yl)piperazin-1-yl)pyridin-2-ylamino)-6-oxo-1,6-dihydropyridin-3-yl)-2-(1-oxo-3,4,6,7,8,9-hexahydropyrazino[1,2-a]indol-2(1H)-yl)nicotinaldehyde). The yield is 80.3%. Reaction SMILES: Cl[C:2]1[C:7]([CH:8]=[O:9])=[C:6]([N:10]2[CH2:22][CH2:21][N:13]3[C:14]4[CH2:15][CH2:16][CH2:17][CH2:18][C:19]=4[CH:20]=[C:12]3[C:11]2=[O:23])[N:5]=[CH:4][CH:3]=1.[CH3:24][N:25]1[CH:30]=[C:29](B2OC(C)(C)C(C)(C)O2)[CH:28]=[C:27]([NH:40][C:41]2[CH:46]=[CH:45][C:44]([N:47]3[CH2:52][CH2:51][N:50]([CH:53]4[CH2:56][O:55][CH2:54]4)[CH2:49][CH2:48]3)=[CH:43][N:42]=2)[C:26]1=[O:57]>C1C=CC(P(C2C=CC=CC=2)[C-]2C=CC=C2)=CC=1.C1C=CC(P(C2C=CC=CC=2)[C-]2C=CC=C2)=CC=1.Cl[Pd]Cl.[Fe+2].O1CCCC1>[CH3:24][N:25]1[C:26](=[O:57])[C:27]([NH:40][C:41]2[CH:46]=[CH:45][C:44]([N:47]3[CH2:52][CH2:51][N:50]([CH:53]4[CH2:54][O:55][CH2:56]4)[CH2:49][CH2:48]3)=[CH:43][N:42]=2)=[CH:28][C:29]([C:2]2[C:7]([CH:8]=[O:9])=[C:6]([N:10]3[CH2:22][CH2:21][N:13]4[C:14]5[CH2:15][CH2:16][CH2:17][CH2:18][C:19]=5[CH:20]=[C:12]4[C:11]3=[O:23])[N:5]=[CH:4][CH:3]=2)=[CH:30]1 |f:2.3.4.5|. Procedure: A 100-mL single-neck round-bottomed flask equipped with a magnetic stirrer and a reflux condenser was charged with 103b (600 mg, 1.0 mmol), 1-methyl-3-(5-(4-(oxetan-3-yl)piperazin-1-yl)pyridin-2-ylamino)-5-(4,4,5,5-tetramethyl-1,3,2-dioxa-borolan-2-yl)pyridin-2(1H)-one 101l (468 mg, 1.0 mmol), Pd(dppf)Cl2 (81 mg, 0.1 mmol), K3PO4.3H2O (678 mg, 3.0 mmol), and tetrahydrofuran (20 mL). After three cycles of vacuum/argon flush, the mixture was heated at reflux for 4 h. It was then cooled to room tem...